This data is from the Open Reaction Database (ORD), a public repository of structured organic reaction records. The task is: describe an organic reaction: reactants, conditions, products, and yield Starting materials: NC12CC3CC(C1)CC(F)(C3)C2, O=C(O)C12CC3CC(CC(F)(C3)C1)C2. The product is O=C(O)C12CC3CC(F)(CC(F)(C3)C1)C2. As a reaction SMILES: [F:15][C:16]12[CH2:17][CH:18]3[CH2:19][CH:20]([CH2:21][C:22]([NH2:23])([CH2:24]3)[CH2:25]1)[CH2:26]2.[F:1][C:2]12[CH2:3][C:4]3([C:12](=[O:13])[OH:14])[CH2:5][CH:6]([CH2:7][CH:8]([CH2:9]1)[CH2:10]3)[CH2:11]2>>[F:1][C:2]12[CH2:3][C:4]3([C:12](=[O:13])[OH:14])[CH2:5][CH:6]([CH2:7][C:8]([F:15])([CH2:9]1)[CH2:10]3)[CH2:11]2. Starting materials: O=[Ag], CI, CN(C)C=O, COC(=O)C1CC(O)C(O)C1. Product: COC(=O)C1CC(O)C(OC)C1. As a reaction SMILES: [Ag:19]=[O:20].[CH3:12][I:13].[O:14]=[CH:15][N:16]([CH3:17])[CH3:18].[OH:1][CH:2]1[CH2:3][CH:4]([C:8](=[O:9])[O:10][CH3:11])[CH2:5][CH:6]1[OH:7]>>[OH:1][CH:2]1[CH2:3][CH:4]([C:8](=[O:9])[O:10][CH3:11])[CH2:5][CH:6]1[O:7][CH3:12]. Reactants: C(C)OC(=O)C=1OC2=C(C1C)C(=C(C=C2)Cl)O (5-chloro-4-hydroxy-3-methyl-benzofuran-2-carboxylic acid ethyl ester), C(C)(C)Br (isopropylbromide), C(=O)([O-])[O-].[K+].[K+] (K2CO3). Solvent: CN(C)C=O (DMF). Reaction conditions: time 8 hour. Yields the product C(C)OC(=O)C=1OC2=C(C1C)C(=C(C=C2)Cl)OC(C)C (5-chloro-4-isopropoxy-3-methyl-benzofuran-2-carboxylic acid ethyl ester). The yield is 100.0%. As a reaction SMILES: [CH2:1]([O:3][C:4]([C:6]1[O:7][C:8]2[CH:15]=[CH:14][C:13]([Cl:16])=[C:12]([OH:17])[C:9]=2[C:10]=1[CH3:11])=[O:5])[CH3:2].[CH:18](Br)([CH3:20])[CH3:19].C([O-])([O-])=O.[K+].[K+]>CN(C=O)C>[CH2:1]([O:3][C:4]([C:6]1[O:7][C:8]2[CH:15]=[CH:14][C:13]([Cl:16])=[C:12]([O:17][CH:18]([CH3:20])[CH3:19])[C:9]=2[C:10]=1[CH3:11])=[O:5])[CH3:2] |f:2.3.4|. Reported procedure: To 5-chloro-4-hydroxy-3-methyl-benzofuran-2-carboxylic acid ethyl ester (110 mg) was added 2 mL of isopropylbromide, 150 mg of K2CO3 and 4 mL of DMF. The mixture was stirred at room temperature overnight. The mixture was washed with brine and extracted with ethyl acetate. The combined ethyl acetate layers were washed with brine. Removal of the solvent in vacuo gave 134 mg of 5-chloro-4-isopropoxy-3-methyl-benzofuran-2-carboxylic acid ethyl ester as a thick colorless oil (100% yield). Product: Cc1nc(OCCCc2ccncc2)c([N+](=O)[O-])c(N2CCc3ccccc3CC2)n1. As a reaction SMILES: [CH3:35][N:36]([CH3:37])[CH:38]=[O:39].[Cl:1][c:2]1[c:3]([N+:20](=[O:21])[O-:22])[c:4]([N:9]2[CH2:10][CH2:11][c:12]3[c:13]([cH:16][cH:17][cH:18][cH:19]3)[CH2:14][CH2:15]2)[n:5][c:6]([CH3:8])[n:7]1.[H-:33].[Na+:34].[n:23]1[cH:24][cH:25][c:26]([CH2:29][CH2:30][CH2:31][OH:32])[cH:27][cH:28]1>>[c:2]1([O:32][CH2:31][CH2:30][CH2:29][c:26]2[cH:25][cH:24][n:23][cH:28][cH:27]2)[c:3]([N+:20](=[O:21])[O-:22])[c:4]([N:9]2[CH2:10][CH2:11][c:12]3[c:13]([cH:16][cH:17][cH:18][cH:19]3)[CH2:14][CH2:15]2)[n:5][c:6]([CH3:8])[n:7]1. The reactants are CN(C)C=O, Cc1nc(Cl)c([N+](=O)[O-])c(N2CCc3ccccc3CC2)n1, [H-], [Na+], OCCCc1ccncc1. The reactants are N(=[N+]=[N-])C(C(=O)NC1=C(C=CC=C1)NC(C(C)(N=[N+]=[N-])C)=O)(C)C (1,2-bis(2-azido-2-methylpropanamido)benzene). The reagents and catalysts are [Pd] (palladium on charcoal). The solvent is C(C)O (ethanol). Product: NC(C(=O)NC1=C(C=CC=C1)NC(C(C)(N)C)=O)(C)C (1,2-bis(2-amino-2-methylpropanamido)benzene), dibromide. Isolated yield 57.0%. Reaction SMILES: [N:1]([C:4]([CH3:24])([CH3:23])[C:5]([NH:7][C:8]1[CH:13]=[CH:12][CH:11]=[CH:10][C:9]=1[NH:14][C:15](=[O:22])[C:16]([CH3:21])([N:18]=[N+]=[N-])[CH3:17])=[O:6])=[N+]=[N-]>C(O)C.[Pd]>[NH2:1][C:4]([CH3:24])([CH3:23])[C:5]([NH:7][C:8]1[CH:13]=[CH:12][CH:11]=[CH:10][C:9]=1[NH:14][C:15](=[O:22])[C:16]([CH3:17])([NH2:18])[CH3:21])=[O:6]. Reported procedure: Wet diazide 18 is then dissolved in ethanol and hydrogenated using palladium on charcoal as the catalyst. The reaction is monitored by IR spectroscopy to verify complete reduction of the azido groups. After hydrogenation is complete, the catalyst is filtered off and the filtrate is dried on a rotary evaporator and under high vacuum to give 1,2-bis(2-amino-2-methylpropanamido)benzene (diamine 20) in 100% crude yield (95% purity by NMR=95% yield) from dibromide 16. This product may be used as is, ... Reactants: O=Cc1cccc(OCc2ccccc2)c1, C1CCOC1, [Li]CCCC, CCOC(C)=O, CC1(C)CCCC(C)(C)N1, Clc1cnccn1. Yields the product OC(c1cccc(OCc2ccccc2)c1)c1nccnc1Cl. As a reaction SMILES: [CH2:23]([c:24]1[cH:25][cH:26][cH:27][cH:28][cH:29]1)[O:30][c:31]1[cH:32][c:33]([CH:34]=[O:35])[cH:36][cH:37][cH:38]1.[CH2:45]1[O:46][CH2:47][CH2:48][CH2:49]1.[CH3:1][CH2:2][CH2:3][CH2:4][Li:5].[CH3:39][CH2:40][O:41][C:42]([CH3:43])=[O:44].[CH3:6][C:7]1([CH3:8])[CH2:9][CH2:10][CH2:11][C:12]([CH3:13])([CH3:14])[NH:15]1.[Cl:16][c:17]1[n:18][cH:19][cH:20][n:21][cH:22]1>>[Cl:16][c:17]1[n:18][cH:19][cH:20][n:21][c:22]1[CH:34]([c:33]1[cH:32][c:31]([O:30][CH2:23][c:24]2[cH:25][cH:26][cH:27][cH:28][cH:29]2)[cH:38][cH:37][cH:36]1)[OH:35]. Reactants: C[N+]1(CCOCC1)[O-] (N-methylmorpholine N-oxide), CON=C(C1=NOCCO1)C1=C(C=CC=C1)CCl ((2-chloromethyl-phenyl)-(5,6-dihydro-[1,4,2]dioxazin-3-yl)-methanone O-methyl oxime), O (water). The solvent is CN(C=O)C (dimethylformamide). Conditions: temperature 120 celsius, time 2 hour. Yields the product O1N=C(OCC1)C(C1=C(C=O)C=CC=C1)=NOC (2-[(5,6-dihydro-[1,4,2]dioxazin-3-yl)-methoxyimino-methyl]-benzaldehyde). Isolated yield 75.5%. Reaction SMILES: C[N+]1([O-])CC[O:5]CC1.[CH3:9][O:10][N:11]=[C:12]([C:19]1[CH:24]=[CH:23][CH:22]=[CH:21][C:20]=1[CH2:25]Cl)[C:13]1[O:18][CH2:17][CH2:16][O:15][N:14]=1.O>CN(C)C=O>[O:15]1[CH2:16][CH2:17][O:18][C:13]([C:12](=[N:11][O:10][CH3:9])[C:19]2[CH:24]=[CH:23][CH:22]=[CH:21][C:20]=2[CH:25]=[O:5])=[N:14]1. Procedure details: 19.5 g (0.14 mol) of N-methylmorpholine N-oxide are added to a solution of 15 g (0.056 mol) of (2-chloromethyl-phenyl)-(5,6-dihydro-[1,4,2]dioxazin-3-yl)-methanone O-methyl oxime in 150 ml of dimethylformamide and the mixture is stirred at 120° C. for 2 hours. After cooling, the mixture is poured into 1000 ml of water and extracted three times with 200 ml of ethyl acetate each time. The combined organic phases are dried over magnesium sulphate and concentrated under reduced pressure. The residue...